This data is from the Open Reaction Database (ORD), a public repository of structured organic reaction records. The task is: describe an organic reaction: reactants, conditions, products, and yield Reaction SMILES: [CH3:23][OH:24].[F:1][c:2]1[cH:3][cH:4][c:5](-[c:8]2[n:9][c:10]([S:14][CH3:15])[n:11][n:12][cH:13]2)[cH:6][cH:7]1.[NH2:16][NH2:17].[O:18]1[CH2:19][CH2:20][CH2:21][CH2:22]1>>[F:1][c:2]1[cH:3][cH:4][c:5](-[c:8]2[n:9][c:10]([NH:16][NH2:17])[n:11][n:12][cH:13]2)[cH:6][cH:7]1. The product is NNc1nncc(-c2ccc(F)cc2)n1. The reactants are CO, CSc1nncc(-c2ccc(F)cc2)n1, NN, C1CCOC1. Reactants: S1C(=NC=C1)C1=CC=C(C=C1)O (4-Thiazol-2-yl-phenol), C(C)(C)(C)OC(=O)N1[C@H](CCC1)COC1=CC=C(C=C1)I ((R)-2-(4-Iodo-phenoxymethyl)-pyrrolidine-1-carboxylic acid tert-butyl ester), Cl.CN(CC(=O)O)C (N,N-dimethylglycine HCl salt), C([O-])([O-])=O.[Cs+].[Cs+] (cesium carbonate). Reagents/catalysts: [Cu]I (copper(I) iodide). Solvent: O1CCOCC1 (dioxane). The product is C(C)(C)(C)OC(=O)N1[C@H](CCC1)COC1=CC=C(C=C1)OC1=CC=C(C=C1)C=1SC=CN1 ((R)-2-[4-(4-Thiazol-2-yl-phenoxy)-phenoxymethyl]-pyrrolidine-1-carboxylic acid tert-butyl ester). The yield is 51.3%. As a reaction SMILES: [S:1]1[CH:5]=[CH:4][N:3]=[C:2]1[C:6]1[CH:11]=[CH:10][C:9]([OH:12])=[CH:8][CH:7]=1.[C:13]([O:17][C:18]([N:20]1[CH2:24][CH2:23][CH2:22][C@@H:21]1[CH2:25][O:26][C:27]1[CH:32]=[CH:31][C:30](I)=[CH:29][CH:28]=1)=[O:19])([CH3:16])([CH3:15])[CH3:14].Cl.CN(C)CC(O)=O.C(=O)([O-])[O-].[Cs+].[Cs+]>O1CCOCC1.[Cu]I>[C:13]([O:17][C:18]([N:20]1[CH2:24][CH2:23][CH2:22][C@@H:21]1[CH2:25][O:26][C:27]1[CH:28]=[CH:29][C:30]([O:12][C:9]2[CH:10]=[CH:11][C:6]([C:2]3[S:1][CH:5]=[CH:4][N:3]=3)=[CH:7][CH:8]=2)=[CH:31][CH:32]=1)=[O:19])([CH3:16])([CH3:14])[CH3:15] |f:2.3,4.5.6|. Procedure: A mixture of the product of step 2 (0.1 g, 0.56 mmol), the product of Example 130, step 2 (0.30 g, 0.73 mmol), N,N-dimethylglycine HCl salt (0.20 g, 1.46 mmol), copper(I) iodide (0.19 g, 1.01 mmol) and cesium carbonate (0.28 g, 0.85 mmol) in dioxane (2 ml) was heated 100° C. for 60 h under nitrogen. The solids were filtered off, and the filtrate was concentrated in vacuo. The residue was purified by a column chromatography on silica gel eluting with 25% EtOAc/hexanes to yield the title product (... Yield: 95.0%. Reaction SMILES: [NH:1]1[CH2:9][CH2:8][CH:4]([C:5]([OH:7])=[O:6])[CH2:3][CH2:2]1.C(=O)([O-])[O-].[K+].[K+].[C:16](Cl)(=[O:23])[C:17]1[CH:22]=[CH:21][CH:20]=[CH:19][CH:18]=1.Cl>O>[C:16]([N:1]1[CH2:9][CH2:8][CH:4]([C:5]([OH:7])=[O:6])[CH2:3][CH2:2]1)(=[O:23])[C:17]1[CH:22]=[CH:21][CH:20]=[CH:19][CH:18]=1 |f:1.2.3|. Solvent: O (water). Reactants: Cl (hydrochloric acid), ice, N1CCC(C(=O)O)CC1 (isonipecotic acid), C([O-])([O-])=O.[K+].[K+] (potassium carbonate), C(C1=CC=CC=C1)(=O)Cl (benzoyl chloride). Product: C(C1=CC=CC=C1)(=O)N1CCC(C(=O)O)CC1 (1-benzoylisonipecotic acid). Run at time 8 hour. Procedure details: To an ice cold solution of isonipecotic acid (90 g, 0.697 mol) and potassium carbonate (81 g, 1.31 mol) in water (1.3 liter) was added dropwise benzoyl chloride (81 ml, 0.697 mol) over a period of about an hour at about 5° C. The mixture was stirred at room temperature overnight. The reaction mixture was acidified with 6N hydrochloric acid and extracted with dichloromethane. The organic layer was washed with water and then dried over magnesium sulfate and the solvent was evaporated in vacuo. Cry... The reactants are CON=CC=1CNCCC1 (1,2,5,6-tetrahydropyridin-3-carboxaldehyde-O-methyloxime), ClC(=O)OCC=C (2-propenyl chloroformate), Cl (hydrochloric acid), O (water). Solvent: C1=CC=CC=C1 (benzene), C(C)N(CC)CC (triethylamine). Run at time 30 minute. Product: CO/N=C/C1=CCCN(C1)C(=O)OCC=C (Methyl ether of 1-allyloxycarbonyl-1,2,5,6-tetrahydropyridin-3-carboxaldehyde oxime). Reaction SMILES: [CH3:1][O:2][N:3]=[CH:4][C:5]1[CH2:6][NH:7][CH2:8][CH2:9][CH:10]=1.Cl.O.Cl[C:14]([O:16][CH2:17][CH:18]=[CH2:19])=[O:15]>C1C=CC=CC=1.C(N(CC)CC)C>[CH3:1][O:2]/[N:3]=[CH:4]/[C:5]1[CH2:6][N:7]([C:14]([O:16][CH2:17][CH:18]=[CH2:19])=[O:15])[CH2:8][CH2:9][CH:10]=1. Procedure details: To a solution of 1,2,5,6-tetrahydropyridin-3-carboxaldehyde-O-methyloxime in 40 cm3 of benzene, 1.5 cm3 of triethylamine and 1.17 cm3 of 2-propenyl chloroformate are added. The mixture is agitated for 30 minutes at ambient temperature, then treated with 20 cm3 of 5% hydrochloric acid, then twice with 20 cm3 of water. The solvent is evaporated off, then the residue is distilled at 200° C. under 0.08 mbar. 2.25 g of the expected product is obtained. Reactants: C1CC(N2CC=3C=CC=CC3C(C21)=O)=O (1,10a-dihydropyrrolo[1,2-b]isoquinoline-3,10[2H,5H]-dione), O.O.O.C(C)(=O)[O-].[Na+] (sodium acetate trihydrate), Cl.NO (hydroxylamine hydrochloride). The solvent is O (water), C(C)O (ethanol), O (water). Run at time 8 hour. Yields the product C1CC(N2CC=3C=CC=CC3C(C21)=O)=NO (1,10a-Dihydropyrrolo[1,2-b]isoquinoline-3,10[2H,5H]-dione oxime). Isolated yield 81.9%. As a reaction SMILES: [CH2:1]1[CH:13]2[N:4]([CH2:5][C:6]3[CH:7]=[CH:8][CH:9]=[CH:10][C:11]=3[C:12]2=[O:14])[C:3](=O)[CH2:2]1.Cl.[NH2:17][OH:18].O.O.O.C([O-])(=O)C.[Na+]>C(O)C.O>[CH2:1]1[CH:13]2[N:4]([CH2:5][C:6]3[CH:7]=[CH:8][CH:9]=[CH:10][C:11]=3[C:12]2=[O:14])[C:3](=[N:17][OH:18])[CH2:2]1 |f:1.2,3.4.5.6.7|. Procedure: A mixture consisting of 2.5 g of 1,10a-dihydropyrrolo[1,2-b]isoquinoline-3,10[2H,5H]-dione in 20 ml of 95% ethanol (EtOH), 1.72 g of hydroxylamine hydrochloride in 10 ml of water and 3.7 g of sodium acetate trihydrate in 10 ml of water was refluxed for 7 hours and thereafter allowed to stand overnight at ambient temperature. The product crystallized from the reaction mixture to give 2.2 g of crystals. Recrystallization from 95% EtOH gave 1.4 g of crystals, m.p. 206°-209° C. Starting materials: solution, Cl (HCl), C(C)(C)(C)OC(=O)N1CC(CC1)(C(F)(F)F)OC1=C(C=CC=C1)C(=O)N1CC=2C(=C3N=C(C(=C(N3N2)C)Cl)C)C1 (3-[2-(6-chloro-5,7-dimethyl-1H,3H-2,4,7a,8-tetraaza-cyclopenta[a]indene-2-carbonyl)-phenoxy]-3-trifluoromethyl-pyrrolidine-1-carboxylic acid tert-butyl ester). The solvent is O1CCOCC1 (1,4-dioxane), O1CCOCC1 (1,4-dioxane). Conditions: time 20 hour. Yields the product ClC1=C(N2N=C3C(=C2N=C1C)CN(C3)C(=O)C3=C(C=CC=C3)OC3(CNCC3)C(F)(F)F)C ((6-chloro-5,7-dimethyl-1H,3H-2,4,7a,8-tetraaza-cyclopenta[a]inden-2-yl)-[2-(3-trifluoromethyl-pyrrolidin-3-yloxy)-phenyl]-methanone). The yield is 18.4%. As a reaction SMILES: Cl.C(OC([N:9]1[CH2:13][CH2:12][C:11]([O:18][C:19]2[CH:24]=[CH:23][CH:22]=[CH:21][C:20]=2[C:25]([N:27]2[CH2:41][C:30]3=[C:31]4[N:36]([N:37]=[C:29]3[CH2:28]2)[C:35]([CH3:38])=[C:34]([Cl:39])[C:33]([CH3:40])=[N:32]4)=[O:26])([C:14]([F:17])([F:16])[F:15])[CH2:10]1)=O)(C)(C)C>O1CCOCC1>[Cl:39][C:34]1[C:33]([CH3:40])=[N:32][C:31]2[N:36]([N:37]=[C:29]3[CH2:28][N:27]([C:25]([C:20]4[CH:21]=[CH:22][CH:23]=[CH:24][C:19]=4[O:18][C:11]4([C:14]([F:16])([F:15])[F:17])[CH2:12][CH2:13][NH:9][CH2:10]4)=[O:26])[CH2:41][C:30]3=2)[C:35]=1[CH3:38]. Reported procedure: A 4M solution of HCl in 1,4-dioxane (1.06 mL; 4.22 mmol; 25 eq.) was added to a solution of 3-[2-(6-chloro-5,7-dimethyl-1H,3H-2,4,7a,8-tetraaza-cyclopenta[a]indene-2-carbonyl)-phenoxy]-3-trifluoromethyl-pyrrolidine-1-carboxylic acid tert-butyl ester (98 mg; 0.17 mmol; 1 eq.) in 1,4-dioxane (10 mL) and the resulting mixture was stirred at room temperature for 20 hours then concentrated in vacuo. The residue was partitioned between DCM and sat. aq. NaHCO3 and the aqueous layer was extracted with D... Starting materials: CCO, Clc1nncc2ccccc12, NN, O. Product: NNc1nncc2ccccc12. As a reaction SMILES: [CH2:15]([OH:16])[CH3:17].[Cl:1][c:2]1[n:3][n:4][cH:5][c:6]2[cH:7][cH:8][cH:9][cH:10][c:11]12.[NH2:13][NH2:14].[OH2:12]>>[c:2]1([NH:14][NH2:13])[n:3][n:4][cH:5][c:6]2[cH:7][cH:8][cH:9][cH:10][c:11]12.